Dataset: the Open Reaction Database (ORD), a public repository of structured organic reaction records. Task: describe an organic reaction: reactants, conditions, products, and yield The reactants are CN1C(CCC1)C#N (1-methyl-2-pyrrolidinecarbonitrile), C1(=CC=C(C=C1)S(=O)(=O)OC)C (methyl p-toluenesulfonate). The solvent is C(C)#N (acetonitrile). Product: C1(=CC=C(C=C1)S(=O)(=O)[O-])C.C(#N)C1[N+](CCC1)(C)C (2-cyano-1,1-dimethylpyrrolidinium p-toluenesulfonate). As a reaction SMILES: [CH3:1][N:2]1[CH2:6][CH2:5][CH2:4][CH:3]1[C:7]#[N:8].[C:9]1([CH3:20])[CH:14]=[CH:13][C:12]([S:15]([O:18]C)(=[O:17])=[O:16])=[CH:11][CH:10]=1>C(#N)C>[C:9]1([CH3:20])[CH:10]=[CH:11][C:12]([S:15]([O-:18])(=[O:16])=[O:17])=[CH:13][CH:14]=1.[C:7]([CH:3]1[CH2:4][CH2:5][CH2:6][N+:2]1([CH3:9])[CH3:1])#[N:8] |f:3.4|. Reported procedure: In a 250 mL round bottomed flask equipped with a magnetic stir bar, reflux condenser, and pressure-equalizing addition funnel, 10 mmol of 1-methyl-2-pyrrolidinecarbonitrile (16, prepared according to Chiba, et. al., J. Org. Chem. 1977, Vol. 42, No. 18, pp. 2973–7) is dissolved in 50 mL acetonitrile. The mixture is cooled with an ice bath and 10 mmol methyl p-toluenesulfonate (15, available from Aldrich Chemical Company, Inc., Milwaukee, Wis., 53233) is added slowly with stirring under an argon a... Reactants: FC(CN1N=C(C(=C1C(=O)O)[N+](=O)[O-])C)(F)F (1-(2,2,2-trifluoroethyl)-3-methyl-4-nitropyrazole-5-carboxylic acid), P(Cl)(Cl)(Cl)(Cl)Cl (phosphorus pentachloride). Product: FC(CN1N=C(C(=C1C(=O)Cl)[N+](=O)[O-])C)(F)F (2,2,2-trifluoroethyl-3-methyl-4-nitropyrazole-5-carbonyl chloride). As a reaction SMILES: [F:1][C:2]([F:17])([F:16])[CH2:3][N:4]1[C:8]([C:9](O)=[O:10])=[C:7]([N+:12]([O-:14])=[O:13])[C:6]([CH3:15])=[N:5]1.P(Cl)(Cl)(Cl)(Cl)[Cl:19]>>[F:1][C:2]([F:17])([F:16])[CH2:3][N:4]1[C:8]([C:9]([Cl:19])=[O:10])=[C:7]([N+:12]([O-:14])=[O:13])[C:6]([CH3:15])=[N:5]1. Procedure details: The above acid (22 g, 0.11 mol) is added in portions at 70°-90° C. to a stirred acid mixture prepared by adding 30 ml conc. sulfuric acid to 15 ml of 90% nitric acid. After stirring two hours at 95°, the mixture is poured into 75 g of ice. The collected precipitate is dried to give 23 g, 1-(2,2,2-trifluoroethyl)-3-methyl-4-nitropyrazole-5-carboxylic acid, mp 135°-138° C. This nitro acid (23 g, 0.09 mol) is mixed with 21 g (0.1 mol) of phosphorus pentachloride and heated on a steam bath for 2.5 h... The reactants are BrC(CC=C)C (4-bromopentene), [Mg] (magnesium), Cl[SiH]1CCC(CC1)[C@@H]1CC[C@H](CC1)CCC1=CC(=C(C=C1)F)F (1-chloro-4-(trans-4-(2 -(3,4-difluorophenyl) ethyl) cyclohexyl)-1-silacyclohexane). Solvent: C1CCOC1 (THF), C1CCOC1 (THF). The product is FC=1C=C(C=CC1F)CC[C@@H]1CC[C@H](CC1)[C@@H]1CC[Si@H](CC1)CCCC=C (trans-4-(trans-4-(2-(3,4-difluorophenyl) ethyl) cyclohexyl)-1-(4-pentenyl)-1-silacyclohexane). Isolated yield 83.7%. Reaction SMILES: Br[CH:2]([CH3:6])[CH2:3][CH:4]=[CH2:5].[Mg].Cl[SiH:9]1[CH2:14][CH2:13][CH:12]([C@H:15]2[CH2:20][CH2:19][C@H:18]([CH2:21][CH2:22][C:23]3[CH:28]=[CH:27][C:26]([F:29])=[C:25]([F:30])[CH:24]=3)[CH2:17][CH2:16]2)[CH2:11][CH2:10]1>C1COCC1>[F:30][C:25]1[CH:24]=[C:23]([CH2:22][CH2:21][C@H:18]2[CH2:19][CH2:20][C@H:15]([C@H:12]3[CH2:13][CH2:14][Si@H:9]([CH2:5][CH2:4][CH2:3][CH:2]=[CH2:6])[CH2:10][CH2:11]3)[CH2:16][CH2:17]2)[CH:28]=[CH:27][C:26]=1[F:29]. Procedure details: 3.0 g (20 mmol) of 4-bromopentene was dripped into a mixture of 0.5 g (21 mmol) of magnesium and 50 ml of THF to obtain a Grignard's reagent. This solution was then dripped into a 50 ml THF solution of 7.1 g of 1-chloro-4-(trans-4-(2 -(3,4-difluorophenyl) ethyl) cyclohexyl)-1-silacyclohexane. The silacyclohexane rings of the reacted mixture thus obtained were a mixture of trans isomers and cis isomers. After a conventional after treatment, they were separated by means of chromatography to obtain... Reactants: C1=CC=C(C=C1)P(C2=CC=CC=C2)C3=C(C4=CC=CC=C4C=C3)C5=NC=CC6=CC=CC=C65 ((R)-QUINAP), C(C)(C)OC(=O)[C@H]1N[C@H]([C@H](C1)C(C)=O)C1=CC(=C(C=C1)OC)OCCCOC ((2S,4S,5R)-4-Acetyl-5-[4-methoxy-3-(3-methoxypropoxy)-phenyl]-pyrrolidine-2-carboxylic acid isopropyl ester). Yields the product C(C)(C)OC(=O)[C@@H]1N[C@@H]([C@@H](C1)C(C)=O)C1=CC(=C(C=C1)OC)OCCCOC ((2R,4R,5S)-4-Acetyl-5-[4-methoxy-3-(3-methoxy-propoxy)-phenyl]-pyrrolidine-2-carboxylic acid isopropyl ester). As a reaction SMILES: C1C=CC(P(C2C=CC3C(=CC=CC=3)C=2C2C3C(=CC=CC=3)C=CN=2)C2C=CC=CC=2)=CC=1.[CH:34]([O:37][C:38]([C@@H:40]1[CH2:44][C@H:43]([C:45](=[O:47])[CH3:46])[C@H:42]([C:48]2[CH:53]=[CH:52][C:51]([O:54][CH3:55])=[C:50]([O:56][CH2:57][CH2:58][CH2:59][O:60][CH3:61])[CH:49]=2)[NH:41]1)=[O:39])([CH3:36])[CH3:35]>>[CH:34]([O:37][C:38]([C@H:40]1[CH2:44][C@@H:43]([C:45](=[O:47])[CH3:46])[C@@H:42]([C:48]2[CH:53]=[CH:52][C:51]([O:54][CH3:55])=[C:50]([O:56][CH2:57][CH2:58][CH2:59][O:60][CH3:61])[CH:49]=2)[NH:41]1)=[O:39])([CH3:35])[CH3:36]. Reported procedure: In a similar fashion using (R)-QUINAP, (2S,4S,5R)-4-Acetyl-5-[4-methoxy-3-(3-methoxypropoxy)-phenyl]-pyrrolidine-2-carboxylic acid isopropyl ester, 1H-NMR, δ CDCl3: 6.89-6.79 (3H, m, Ph), 5.15 (1H, m, CHO), 4.52 (1H, d, PHCHN), 4.11 (2H, t, CH2O), 3.85 (3H, s, MeO), 3.60 (2H, t, CH2O), 3.41 (1H, m, CHCO), 3.48 (3H, s, MeO), 2.39 (1H, ddd, CH), 2.29 (1H, ddd, CH), 2.12 (2H, m, CH2), 1.30 (6H, 2 overlapping d, 2×Me), can be prepared. The epimer (2R,4R,5S)-4-Acetyl-5-[4-methoxy-3-(3-methoxy-propoxy...